Dataset: the Open Reaction Database (ORD), a public repository of structured organic reaction records. Task: describe an organic reaction: reactants, conditions, products, and yield Starting materials: NC=1C=C(C=C2C(=CNC12)CC)C(=O)OCC (ethyl 7-amino-3-ethyl-1H-indole-5-carboxylate), N1=CC=CC=C1 (pyridine), ClCCCCS(=O)(=O)Cl (4-chloro-1-butanesulfonyl chloride). Reagents/catalysts: CN(C)C=1C=CN=CC1 (DMAP). Solvent: C(Cl)Cl (CH2Cl2), CCOC(=O)C (AcOEt). Run at time 1 hour. Yields the product ClCCCCS(=O)(=O)NC=1C=C(C=C2C(=CNC12)CC)C(=O)OCC (ethyl 7-{[(4-chlorobutyl)sulfonyl]amino}-3-ethyl-1H-indole-5-carboxylate). Isolated yield 91.5%. As a reaction SMILES: [NH2:1][C:2]1[CH:3]=[C:4]([C:13]([O:15][CH2:16][CH3:17])=[O:14])[CH:5]=[C:6]2[C:10]=1[NH:9][CH:8]=[C:7]2[CH2:11][CH3:12].N1C=CC=CC=1.[Cl:24][CH2:25][CH2:26][CH2:27][CH2:28][S:29](Cl)(=[O:31])=[O:30]>C(Cl)Cl.CN(C1C=CN=CC=1)C.CCOC(C)=O>[Cl:24][CH2:25][CH2:26][CH2:27][CH2:28][S:29]([NH:1][C:2]1[CH:3]=[C:4]([C:13]([O:15][CH2:16][CH3:17])=[O:14])[CH:5]=[C:6]2[C:10]=1[NH:9][CH:8]=[C:7]2[CH2:11][CH3:12])(=[O:31])=[O:30]. Procedure details: To a solution of ethyl 7-amino-3-ethyl-1H-indole-5-carboxylate (D222) (150 mg, 0.65 mmol, 1 equiv) in CH2Cl2 (10 ml) at room temperature were added pyridine (115 μl, 1.42 mmol, 2.2 equiv), 4-chloro-1-butanesulfonyl chloride (D20) (259 mg, 1.36 mmol, 2.1 equiv) and DMAP (8 mg, 0.065 mmol, 0.1 equiv) and the resulting mixture was stirred for 1 h then diluted with AcOEt and washed with a 2N aqueous HCl solution and brine, then dried over MgSO4 and concentrated in vacuo to give ethyl 7-{[(4-chlorobu... Reactants: FC(C1=CC=C(C=C1)C1(CN(CC1)C(C1=CC(=CC=C1)OC(C)C)=O)CCBr)(F)F (2-[3-(4-trifluoromethyl-phenyl)-1-(3-isopropoxy-benzoyl)-pyrrolidin-3-yl]-ethyl-bromide), Cl.C1(=CC=CC=C1)C1(CCNCC1)C(=O)N (4-phenyl-piperidine-4-carboxylic acid amide hydrochloride), C(=O)([O-])[O-].[K+].[K+] (K2CO3). Run in C1CCOC1.O (THF H2O). Yields the product FC(C1=CC=C(C=C1)C1(CN(CC1)C(C1=CC(=CC=C1)OC(C)C)=O)CCN1CCC(CC1)(C(=O)N)C1=CC=CC=C1)(F)F (1-[2-[3-(4-trifluoromethyl-phenyl)-1-(3-isopropoxy-benzoyl)-pyrrolidin-3-yl]-ethyl]-4-phenyl-piperidine-4-carboxylic acid amide). Reaction SMILES: [F:1][C:2]([F:30])([F:29])[C:3]1[CH:8]=[CH:7][C:6]([C:9]2([CH2:26][CH2:27]Br)[CH2:13][CH2:12][N:11]([C:14](=[O:25])[C:15]3[CH:20]=[CH:19][CH:18]=[C:17]([O:21][CH:22]([CH3:24])[CH3:23])[CH:16]=3)[CH2:10]2)=[CH:5][CH:4]=1.Cl.[C:32]1([C:38]2([C:44]([NH2:46])=[O:45])[CH2:43][CH2:42][NH:41][CH2:40][CH2:39]2)[CH:37]=[CH:36][CH:35]=[CH:34][CH:33]=1.C([O-])([O-])=O.[K+].[K+]>C1COCC1.O>[F:1][C:2]([F:30])([F:29])[C:3]1[CH:8]=[CH:7][C:6]([C:9]2([CH2:26][CH2:27][N:41]3[CH2:40][CH2:39][C:38]([C:32]4[CH:33]=[CH:34][CH:35]=[CH:36][CH:37]=4)([C:44]([NH2:46])=[O:45])[CH2:43][CH2:42]3)[CH2:13][CH2:12][N:11]([C:14](=[O:25])[C:15]3[CH:20]=[CH:19][CH:18]=[C:17]([O:21][CH:22]([CH3:24])[CH3:23])[CH:16]=3)[CH2:10]2)=[CH:5][CH:4]=1 |f:1.2,3.4.5,6.7|. Procedure: Combine 2-[3-(4-trifluoromethyl-phenyl)-1-(3-isopropoxy-benzoyl)-pyrrolidin-3-yl]-ethyl-bromide (8 mmol), 4-phenyl-piperidine-4-carboxylic acid amide hydrochloride (12 mmol), K2CO3 (36 mmol), KI (0.8 mmol), and THF/H2O (3/1, 80 mL). Heat at reflux for 72 h. Concentrate in vacuo to remove THF and extract with dichloromethane (2×50 mL). Extract the combined organic layers using water (50 mL). Dry over MgSO4, filter, and concentrate in vacuo to obtain a residue. Chromatograph on silica gel to obtai... Starting materials: CCc1cc(C(=O)O)cs1, CCN=C=NCCCN(C)C, CC1(C)CC2CC(C)(CN2)C1, ClCCl, Cl, O. The product is CCc1cc(C(=O)N2CC3(C)CC2CC(C)(C)C3)cs1. Reaction SMILES: [CH2:13]([CH3:14])[c:15]1[cH:16][c:17]([C:20](=[O:21])[OH:22])[cH:18][s:19]1.[CH2:2]([N:3]=[C:4]=[N:5][CH2:6][CH2:7][CH2:8][N:9]([CH3:10])[CH3:11])[CH3:12].[CH3:23][C:24]12[CH2:25][C:26]([CH3:32])([CH3:33])[CH2:27][CH:28]([NH:29][CH2:30]1)[CH2:31]2.[Cl:35][CH2:36][Cl:37].[ClH:1].[OH2:34]>>[CH2:13]([CH3:14])[c:15]1[cH:16][c:17]([C:20](=[O:22])[N:29]2[CH:28]3[CH2:27][C:26]([CH3:32])([CH3:33])[CH2:25][C:24]([CH3:23])([CH2:30]2)[CH2:31]3)[cH:18][s:19]1.